This data is from the Open Reaction Database (ORD), a public repository of structured organic reaction records. The task is: describe an organic reaction: reactants, conditions, products, and yield Starting materials: CC(C)=CCC\C(\C)=C\CO (geraniol), CC(=CC=O)C (3,3-dimethylacrolein), C(CC)(=O)O (propionic acid). Product: CC(=CCC/C(=C/CC/C(=C/C=O)/C)/C)C (farnesal). Yield: 84.0%. RXN SMILES: [CH3:1][C:2](=[CH:4][CH2:5][CH2:6]/[C:7](=[CH:9]/[CH2:10][OH:11])/[CH3:8])[CH3:3].[CH3:12][C:13]([CH3:17])=[CH:14][CH:15]=O.C(O)(=O)CC>>[CH3:12][C:13]([CH3:17])=[CH:14][CH2:15][CH2:3]/[C:2](/[CH3:1])=[CH:4]/[CH2:5][CH2:6]/[C:7](/[CH3:8])=[CH:9]/[CH:10]=[O:11]. Procedure: 100 parts of geraniol, 30 parts of 3,3-dimethylacrolein and 2.5 parts of propionic acid are heated together at refluxing temperature for four hours while stirring. The product is distilled. 83.5 parts of farnesal is obtained having a boiling pointof 120° to 123° C at 0.2 mm. The yield is 84% of theory at a conversion of 63% (based on 3,3-dimethylacrolein). Reactants: C(C)(C)(C)OC(NC1=C(C(=CC=C1F)NS(=O)(=O)C(C)C)F)=O (tert-butyl-2,6-difluoro-3-(1-methylethylsulfonamido)phenylcarbamate), target compound, Cl (hydrogen chloride). The solvent is C(C)OC(C)=O (ethylacetate). Reaction conditions: time 5 hour. Product: NC=1C(=C(C=CC1F)NS(=O)(=O)C(C)C)F (N-(3-amino-2,4-difluorophenyl)propane-2-sulfonamide). Isolated yield 91.0%. Reaction SMILES: C(OC(=O)[NH:7][C:8]1[C:13]([F:14])=[CH:12][CH:11]=[C:10]([NH:15][S:16]([CH:19]([CH3:21])[CH3:20])(=[O:18])=[O:17])[C:9]=1[F:22])(C)(C)C.Cl>C(OC(=O)C)C>[NH2:7][C:8]1[C:9]([F:22])=[C:10]([NH:15][S:16]([CH:19]([CH3:20])[CH3:21])(=[O:18])=[O:17])[CH:11]=[CH:12][C:13]=1[F:14]. Reported procedure: The tert-butyl-2,6-difluoro-3-(1-methylethylsulfonamido)phenylcarbamate (100 mg, 0.3 mmol) prepared at Step 4 was added into ethylacetate solvent and, hydrogen chloride (4M solution in 1,4-dioxane) was applied and stirred at room temperature for 5 hours. After the reaction, the solvent was concentrated and vacuum filtrated, and the remaining solid was washed with diethyl ether and hexane and dried, so that 65 mg of the target compound, N-(3-amino-2,4-difluorophenyl)propane-2-sulfonamide (percent... Starting materials: C(C)OC(C(CC1=CC(=CC=C1)I)(C)N)=O (rac-2-amino-3-(3-iodo-phenyl)-2-methyl-propionic acid ethyl ester). The solvent is C1CCOC1 (THF), C1CCOC1 (THF). Run at time 8 hour. Yields the product NC(CO)(CC1=CC(=CC=C1)I)C (Rac-2-Amino-3-(3-iodo-phenyl)-2-methyl-propan-1-ol). As a reaction SMILES: C([O:3][C:4](=O)[C:5]([NH2:15])([CH3:14])[CH2:6][C:7]1[CH:12]=[CH:11][CH:10]=[C:9]([I:13])[CH:8]=1)C>C1COCC1>[NH2:15][C:5]([CH3:14])([CH2:6][C:7]1[CH:12]=[CH:11][CH:10]=[C:9]([I:13])[CH:8]=1)[CH2:4][OH:3]. Reported procedure: BH3.THF Complex 1 M soln. in THF (9 mL, 9 mmol) was added dropwise to a 0° C. solution of rac-2-amino-3-(3-iodo-phenyl)-2-methyl-propionic acid ethyl ester H-5 (1.2 g, 3.6 mol) in THF (10 mL) under argon and the resulting mixture was stirred for 5 min at 0° C. before being warmed to RT and stirred overnight. The reaction mixture was cooled to 0° C. and quenched with MeOH before being evaporated in vacuo. The residue was partioned between 2M aq. HCl and TBME and stirred for 30 min. The phases wer... Reactants: COc1ccc2c(Nc3c(Cl)cncc3Cl)cc(=O)oc2c1OCCCCBr, CNC, CS(C)=O. The product is COc1ccc2c(Nc3c(Cl)cncc3Cl)cc(=O)oc2c1OCCCCN(C)C. As a reaction SMILES: [Br:4][CH2:5][CH2:6][CH2:7][CH2:8][O:9][c:10]1[c:11]([O:30][CH3:31])[cH:12][cH:13][c:14]2[c:15]([NH:21][c:22]3[c:23]([Cl:29])[cH:24][n:25][cH:26][c:27]3[Cl:28])[cH:16][c:17](=[O:20])[o:18][c:19]12.[CH3:1][NH:2][CH3:3].[CH3:32][S:33]([CH3:34])=[O:35]>>[CH3:1][N:2]([CH3:3])[CH2:5][CH2:6][CH2:7][CH2:8][O:9][c:10]1[c:11]([O:30][CH3:31])[cH:12][cH:13][c:14]2[c:15]([NH:21][c:22]3[c:23]([Cl:29])[cH:24][n:25][cH:26][c:27]3[Cl:28])[cH:16][c:17](=[O:20])[o:18][c:19]12. Reactants: COC(CBr)(CBr)OC, CC(C)OC(=O)CC(=O)OC(C)C, [H-], [Na+], CN(C)C=O, O. Yields the product COC1(OC)CC(C(=O)OC(C)C)(C(=O)OC(C)C)C1. As a reaction SMILES: [Br:21][CH2:22][C:23]([CH2:24][Br:25])([O:26][CH3:27])[O:28][CH3:29].[C:8]([CH2:9][C:10](=[O:11])[O:12][CH:13]([CH3:14])[CH3:15])(=[O:16])[O:17][CH:18]([CH3:19])[CH3:20].[H-:2].[Na+:1].[O:3]=[CH:4][N:5]([CH3:6])[CH3:7].[OH2:30]>>[C:8]([C:9]1([C:10](=[O:11])[O:12][CH:13]([CH3:14])[CH3:15])[CH2:22][C:23]([O:26][CH3:27])([O:28][CH3:29])[CH2:24]1)(=[O:16])[O:17][CH:18]([CH3:19])[CH3:20]. Procedure details: A solution of 16 g (59 mmol) of 3,3-dibromoazacycloheptan-2-one, 150 ml of glacial acetic acid, 5.5 g (65 mmol) of sodium acetate, and 0.5 g of palladium on carbon (10%) was placed in a hydrogenator bottle and reduced under hydrogen at 30 psi. The mixture was filtered, and the filtrate distilled under vacuum to remove the acetic acid. The residue was neutralized with sat. Na2CO3, extracted into CH2Cl2, dried over MgSO4, and concentrated to yield 10.8 g (95%) of the product as an off-white solid;... The product is BrC1C(NCCCC1)=O (3-Bromo azacycloheptan-2-one). Starting materials: BrC1(C(NCCCC1)=O)Br (3,3-dibromoazacycloheptan-2-one), C(C)(=O)[O-].[Na+] (sodium acetate). Isolated yield 95.3%. Reagents/catalysts: [Pd] (palladium on carbon). Reaction SMILES: [Br:1][C:2]1(Br)[CH2:8][CH2:7][CH2:6][CH2:5][NH:4][C:3]1=[O:9].C([O-])(=O)C.[Na+]>[Pd].C(O)(=O)C>[Br:1][CH:2]1[CH2:8][CH2:7][CH2:6][CH2:5][NH:4][C:3]1=[O:9] |f:1.2|. Run in C(C)(=O)O (acetic acid). Reactants: C(C)(C)(C)OC(=O)N1C(CCCC1)COCC(=O)O (2-(carboxymethoxymethyl)piperidine-1-carboxylic acid tert-butylester), ON1N=NC2=C1N=CC=C2 (1-hydroxy-7-azabenzotriazole), Cl.C(C)N=C=NCCCN(C)C (1-ethyl-3-(3-dimethylaminopropyl)carbodiimide hydrochloride), CN(C(C(CC1=CC2=CC=CC=C2C=C1)NC)=O)C(CC1=CC=CC=C1)C(NC)=O (N-Methyl-2-methylamino-N-(1-methylcarbamoyl-2-phenylethyl)-3-(2-naphthyl)propionamide), C(C)(C)N(CC)C(C)C (diisopropylethylamine). Solvent: ClCCl (dichloromethane), ClCCl (dichloromethane). Conditions: time 8 hour. Yields the product C(C)(C)(C)OC(=O)N1C(CCCC1)COCC(N([C@H](CC1=CC2=CC=CC=C2C=C1)C(N([C@H](CC1=CC=CC=C1)C(NC)=O)C)=O)C)=O (2-([N-methyl-N-{(1R)-1-(N-methyl-N-[(1R)-1-(methylcarbamoyl)-2-phenylethyl]carbamoyl)-2-(2-naphthyl)ethyl}carbamoyl]methoxymethyl)piperidin-1-carboxylic acid tert-butyl ester). Yield: 77.0%. Reaction SMILES: [C:1]([O:5][C:6]([N:8]1[CH2:13][CH2:12][CH2:11][CH2:10][CH:9]1[CH2:14][O:15][CH2:16][C:17]([OH:19])=O)=[O:7])([CH3:4])([CH3:3])[CH3:2].ON1C2N=CC=CC=2N=N1.Cl.C(N=C=NCCCN(C)C)C.[CH3:42][N:43]([CH:60]([C:68](=[O:71])[NH:69][CH3:70])[CH2:61][C:62]1[CH:67]=[CH:66][CH:65]=[CH:64][CH:63]=1)[C:44](=[O:59])[CH:45]([NH:57][CH3:58])[CH2:46][C:47]1[CH:56]=[CH:55][C:54]2[C:49](=[CH:50][CH:51]=[CH:52][CH:53]=2)[CH:48]=1.C(N(C(C)C)CC)(C)C>ClCCl>[C:1]([O:5][C:6]([N:8]1[CH2:13][CH2:12][CH2:11][CH2:10][CH:9]1[CH2:14][O:15][CH2:16][C:17](=[O:19])[N:57]([CH3:58])[C@@H:45]([C:44](=[O:59])[N:43]([CH3:42])[C@@H:60]([C:68](=[O:71])[NH:69][CH3:70])[CH2:61][C:62]1[CH:67]=[CH:66][CH:65]=[CH:64][CH:63]=1)[CH2:46][C:47]1[CH:56]=[CH:55][C:54]2[C:49](=[CH:50][CH:51]=[CH:52][CH:53]=2)[CH:48]=1)=[O:7])([CH3:2])([CH3:3])[CH3:4] |f:2.3|. Procedure details: To a solution of 2-(carboxymethoxymethyl)piperidine-1-carboxylic acid tert-butylester (225 mg, 0.82 mmol) in 5 ml of dichloromethane was added 1-hydroxy-7-azabenzotriazole (112 mg, 0.82 mmol) and 1-ethyl-3-(3-dimethylaminopropyl)carbodiimide hydrochloride (173 mg, 0.90 mmol) and the mixture was to stired for 30 min. N-Methyl-2-methylamino-N-(1-methylcarbamoyl-2-phenylethyl)-3-(2-naphthyl)propionamide (332 mg, 0.82 mmol) in dichloromethane (5 mL) was added followed by diisopropylethylamine (0.14 ... Starting materials: O=C([O-])O, COC(=O)CN(N)c1ccc(OC)c(C)c1, Cc1ccccc1, [Na+], N#CO[Na], O=C(O)C(F)(F)F. The product is COC(=O)CN(NC(N)=O)c1ccc(OC)c(C)c1. RXN SMILES: [C:28](=[O:29])([OH:30])[O-:31].[CH3:1][O:2][c:3]1[c:4]([CH3:16])[cH:5][c:6]([N:9]([NH2:10])[CH2:11][C:12](=[O:13])[O:14][CH3:15])[cH:7][cH:8]1.[CH3:33][c:34]1[cH:35][cH:36][cH:37][cH:38][cH:39]1.[Na+:32].[Na:17][O:18][C:19]#[N:20].[OH:21][C:22]([C:23]([F:24])([F:25])[F:26])=[O:27]>>[CH3:1][O:2][c:3]1[c:4]([CH3:16])[cH:5][c:6]([N:9]([NH:10][C:19](=[O:18])[NH2:20])[CH2:11][C:12](=[O:13])[O:14][CH3:15])[cH:7][cH:8]1.